From a dataset of the Open Reaction Database (ORD), a public repository of structured organic reaction records. describe an organic reaction: reactants, conditions, products, and yield Starting materials: bis(triphenylphosphine)palladium(2) dichloride, C(C1=CC=CC=C1)N1CCOC2=C(C1)C=CC(=C2Br)F (4-benzyl-9-bromo-8-fluoro-2,3,4,5-tetrahydro-1,4-benzoxazepine), C1(CC1)B(O)O (cyclopropylboronic acid), C([O-])([O-])=O.[K+].[K+] (potassium carbonate), O1CCOCC1 (dioxane). Run in O (water), O (water). Conditions: temperature 100 celsius, time 3 hour. Product: C(C1=CC=CC=C1)N1CCOC2=C(C1)C=CC(=C2C2CC2)F (4-benzyl-9-cyclopropyl-8-fluoro-2,3,4,5-tetrahydro-1,4-benzoxazepine). The yield is 92.1%. As a reaction SMILES: [CH2:1]([N:8]1[CH2:14][C:13]2[CH:15]=[CH:16][C:17]([F:20])=[C:18](Br)[C:12]=2[O:11][CH2:10][CH2:9]1)[C:2]1[CH:7]=[CH:6][CH:5]=[CH:4][CH:3]=1.[CH:21]1(B(O)O)[CH2:23][CH2:22]1.C(=O)([O-])[O-].[K+].[K+].O1CCOCC1>O>[CH2:1]([N:8]1[CH2:14][C:13]2[CH:15]=[CH:16][C:17]([F:20])=[C:18]([CH:21]3[CH2:23][CH2:22]3)[C:12]=2[O:11][CH2:10][CH2:9]1)[C:2]1[CH:7]=[CH:6][CH:5]=[CH:4][CH:3]=1 |f:2.3.4|. Reported procedure: A mixture of 4-benzyl-9-bromo-8-fluoro-2,3,4,5-tetrahydro-1,4-benzoxazepine (500 mg, 1.49 mmol), cyclopropylboronic acid (153 mg, 1.78 mmol), potassium carbonate (617 mg, 4.46 mmol), dioxane (3 ml) and water (3 ml) was deaerated with argon gas, and bis(triphenylphosphine)palladium(2) dichloride (52.2 mg, 0.0744 mmol) was added. The mixture was stirred under an argon atmosphere for 3 hr at 100° C. The reaction mixture was poured into water, and the mixture was extracted with ethyl acetate. The ex... The reactants are [OH-].[K+] (KOH), CO (methanol), C(C1=CC=CC=C1)(=O)O[C@@H]1CCN2C(N([C@H]([C@@H]21)CC)C2=C(C(=C(C#N)C=C2)Cl)C)=O (4-[(1S,7R,7aR)-7-Benzoyloxy-1-ethyl-3-oxohexahydropyrrolo[1,2-c]imidazol-2-yl]-2-chloro-3-methylbenzonitrile). The solvent is CCOC(=O)C (EtOAc), C1CCOC1 (THF). Product: C(C)[C@H]1[C@H]2N(C(N1C1=C(C(=C(C#N)C=C1)Cl)C)=O)CC[C@H]2O (4-[(1S,7R,7aR)-1-Ethyl-7-hydroxy-3-oxohexahydropyrrolo[1,2-c]imidazol-2-yl]-2-chloro-3-methylbenzonitrile). Yield: 89.6%. As a reaction SMILES: C([O:9][C@H:10]1[C@@H:17]2[N:13]([C:14](=[O:30])[N:15]([C:20]3[CH:27]=[CH:26][C:23]([C:24]#[N:25])=[C:22]([Cl:28])[C:21]=3[CH3:29])[C@H:16]2[CH2:18][CH3:19])[CH2:12][CH2:11]1)(=O)C1C=CC=CC=1.[OH-].[K+].CO>C1COCC1.CCOC(C)=O>[CH2:18]([C@@H:16]1[N:15]([C:20]2[CH:27]=[CH:26][C:23]([C:24]#[N:25])=[C:22]([Cl:28])[C:21]=2[CH3:29])[C:14](=[O:30])[N:13]2[CH2:12][CH2:11][C@@H:10]([OH:9])[C@@H:17]12)[CH3:19] |f:1.2|. Procedure details: Compound 87A (64 mg, 0.15 mmol) was dissolved in 1.5 mL of THF, treated with 1N KOH in anhydrous methanol (0.32 mL, 0.32 mmol) at rt for 2 h. Diluted the reaction mixture with 30 mL EtOAc, washed with saturated aqueous NaHCO3 solution (10 mL), brine (10 mL×2), dried over MgSO4, filtered and concentrated. The resulting mixture was purified by reverse phase HPLC (Phenomenex Luna 30×250 mm S5 C18, 30 min. gradient time, 25 mL/min, 30-100% B solvent, A=10% MeOH/water, B=90% MeOH/Water), provided the... Reactants: [Br-], CCOCC, C[Mg+], CCOCC, Cl, O=C(O)c1c(F)cc(F)c(F)c1F, O. Yields the product Cc1c(F)c(F)cc(F)c1C(=O)O. Reaction SMILES: [Br-:19].[CH2:14]([O:15][CH2:16][CH3:17])[CH3:18].[CH3:20][Mg+:21].[CH3:24][CH2:25][O:26][CH2:27][CH3:28].[ClH:23].[F:1][c:2]1[c:3]([C:4](=[O:5])[OH:6])[c:7]([F:13])[cH:8][c:9]([F:12])[c:10]1[F:11].[OH2:22]>>[c:2]1([CH3:14])[c:3]([C:4](=[O:5])[OH:6])[c:7]([F:13])[cH:8][c:9]([F:12])[c:10]1[F:11]. Starting materials: C(=O)[O-].[NH4+] (Ammonium formate), NC1=C(C(=NN1C(C)(C)C)C1=CC=C(C=C1)OCC1=CC=CC=C1)C(=O)N (5-amino-1-(1,1-dimethylethyl)-3-(4-benzyloxyphenyl)pyrazole-4-carboxamide). The reagents and catalysts are [Pd] (Pd/C). Run in C1CCOC1 (THF), CO (methanol). Product: NC1=C(C(=NN1C(C)(C)C)C1=CC=C(C=C1)O)C(=O)N (5-amino-1-(1,1-dimethylethyl)-3-(4-hydroxyphenyl)pyrazole-4-carboxamide), crude product. RXN SMILES: C([O-])=O.[NH4+].[NH2:5][C:6]1[N:10]([C:11]([CH3:14])([CH3:13])[CH3:12])[N:9]=[C:8]([C:15]2[CH:20]=[CH:19][C:18]([O:21]CC3C=CC=CC=3)=[CH:17][CH:16]=2)[C:7]=1[C:29]([NH2:31])=[O:30]>CO.C1COCC1.[Pd]>[NH2:5][C:6]1[N:10]([C:11]([CH3:14])([CH3:13])[CH3:12])[N:9]=[C:8]([C:15]2[CH:20]=[CH:19][C:18]([OH:21])=[CH:17][CH:16]=2)[C:7]=1[C:29]([NH2:31])=[O:30] |f:0.1|. Reported procedure: Ammonium formate (160 mg, 2.5 mmol) and 10% Pd/C (50 mg) are added to a solution of 21 (2 mmol) from the preceding reaction in methanol (4 mL) and THF (2 mL). The mixture is stirred at room temperature. The reaction is monitored by tlc and after reaction occurs, the mixture is filtered through Celite and rinsed with ethyl acetate. The filtrate is diluted with ethyl acetate and is washed successively with aq. NaHCO3 and with half-saturated brine, then dried (Na2SO4), filtered and concentrated und... Starting materials: CCOC(=O)c1nc(C)ccc1Nc1cncc(C)c1, Cc1csc(N)n1. The product is Cc1cncc(Nc2ccc(C)nc2C(=O)Nc2nc(C)cs2)c1. RXN SMILES: [CH2:1]([O:2][C:4](=[O:5])[c:6]1[n:7][c:8]([CH3:20])[cH:9][cH:10][c:11]1[NH:12][c:13]1[cH:14][n:15][cH:16][c:17]([CH3:19])[cH:18]1)[CH3:3].[NH2:21][c:22]1[s:23][cH:24][c:25]([CH3:27])[n:26]1>>[C:4](=[O:5])([c:6]1[n:7][c:8]([CH3:20])[cH:9][cH:10][c:11]1[NH:12][c:13]1[cH:14][n:15][cH:16][c:17]([CH3:19])[cH:18]1)[NH:21][c:22]1[s:23][cH:24][c:25]([CH3:27])[n:26]1. The reactants are C, OCCc1nccn1CCCCc1ccc(OCc2ccccc2)cc1, [Pd]. Product: OCCc1nccn1CCCCc1ccc(O)cc1. RXN SMILES: [C:27].[CH2:1]([c:2]1[cH:3][cH:4][cH:5][cH:6][cH:7]1)[O:8][c:9]1[cH:10][cH:11][c:12]([CH2:15][CH2:16][CH2:17][CH2:18][n:19]2[c:20]([CH2:24][CH2:25][OH:26])[n:21][cH:22][cH:23]2)[cH:13][cH:14]1.[Pd:28]>>[OH:8][c:9]1[cH:10][cH:11][c:12]([CH2:15][CH2:16][CH2:17][CH2:18][n:19]2[c:20]([CH2:24][CH2:25][OH:26])[n:21][cH:22][cH:23]2)[cH:13][cH:14]1.